Dataset: the Open Reaction Database (ORD), a public repository of structured organic reaction records. Task: describe an organic reaction: reactants, conditions, products, and yield Run in CN(C)C=O (DMF), CN(C)C=O (DMF), CC#N (CH3CN). As a reaction SMILES: [O:1]1[CH2:6][CH2:5][CH2:4][CH2:3][CH:2]1[O:7][CH2:8][C:9]1[CH:10]=[C:11]([C@@H:15](O)[CH2:16][CH2:17][C:18]2[CH:23]=[CH:22][CH:21]=[CH:20][C:19]=2[C:24]([CH3:27])([CH3:26])[OH:25])[CH:12]=[CH:13][CH:14]=1.C(N([CH:35]([CH3:37])C)CC)(C)C.[CH3:38][S:39](Cl)(=O)=O.CC(C)([O-:46])C.[K+].[CH2:49]1[CH2:53][O:52][CH2:51][CH2:50]1>CC#N.CN(C=O)C>[OH:25][C:24]([C:19]1[CH:20]=[CH:21][CH:22]=[CH:23][C:18]=1[CH2:17][CH2:16][C@@H:15]([S:39][CH2:38][C:50]1([CH2:49][C:53]([O:52][CH3:51])=[O:46])[CH2:37][CH2:35]1)[C:11]1[CH:12]=[CH:13][CH:14]=[C:9]([CH2:8][O:7][CH:2]2[CH2:3][CH2:4][CH2:5][CH2:6][O:1]2)[CH:10]=1)([CH3:27])[CH3:26] |f:3.4|. The reactants are CC(C)([O-])C.[K+] (potassium tert-butoxide), C1CCOC1 (THF), thiol, O1C(CCCC1)OCC=1C=C(C=CC1)[C@H](CCC1=C(C=CC=C1)C(O)(C)C)O (2-(3-(3-((2-Tetrahydropyranyl)oxymethyl) phenyl)-3(S)-hydroxypropyl)-α,α-dimethylbenzenemethanol), CS(=O)(=O)Cl (methanesulphonyl chloride), C(C)(C)N(CC)C(C)C (Diisopropylethylamine). Yield: 68.0%. Procedure: The diol of Step 15 (17.9 g, 46.6 mmol) was dissolved in CH3CN (40 mL) and DMF (10 mL) and cooled to -42° C. under nitrogen. Diisopropylethylamine (8.5 mL, 48.9 mmol) was added followed by methanesulphonyl chloride (3.6 mL, 46.6 mmol) dropwise. The solution was stirred 1.5 hours with a mechanical stirrer while maintaining the temperature between -42° C. and -35° C.; then it was cooled to -45° C. The thiol of Step 10 (7.84 g, 48.9 mmol) was added followed by dropwise addition of DMF (15 mL). The ... Product: OC(C)(C)C1=C(C=CC=C1)CC[C@H](C1=CC(=CC=C1)COC1OCCCC1)SCC1(CC1)CC(=O)OC (Methyl 1-(((3-(2-(2-hydroxy-2-propyl)phenyl) -1(R)-(3-((2-tetrahydropyranyl)oxymethyl)phenyl)propyl)thio)methyl)cyclopropaneacetate). Run at temperature -45 celsius, time 1.5 hour.